From a dataset of the Open Reaction Database (ORD), a public repository of structured organic reaction records. describe an organic reaction: reactants, conditions, products, and yield Reactants: ClC=1C=CC=2N(N1)C=C(N2)NC(=O)C2CC2 (N-(6-chloroimidazo[1,2-b]pyridazin-2-yl)cyclopropanecarboxamide), N=1N=C(N2C1C=CC=C2)S ([1,2,4]triazolo[4,3-a]pyridine-3-thiol), C(=O)([O-])[O-].[K+].[K+] (K2CO3). Run in CC(=O)N(C)C (DMA). Product: N#N (N2), N=1N=C(N2C1C=CC=C2)SC=2C=CC=1N(N2)C=C(N1)NC(=O)C1CC1 (N-(6-([1,2,4]triazolo[4,3-a]pyridin-3-ylthio)imidazo[1,2-b]pyridazin-2-yl)cyclo-propanecarboxamide). RXN SMILES: Cl[C:2]1[CH:3]=[CH:4][C:5]2[N:6]([CH:8]=[C:9]([NH:11][C:12]([CH:14]3[CH2:16][CH2:15]3)=[O:13])[N:10]=2)[N:7]=1.[N:17]1[N:18]=[C:19]([SH:26])[N:20]2[CH:25]=[CH:24][CH:23]=[CH:22][C:21]=12.C([O-])([O-])=O.[K+].[K+]>CC(N(C)C)=O>[N:6]#[N:7].[N:17]1[N:18]=[C:19]([S:26][C:2]2[CH:3]=[CH:4][C:5]3[N:6]([CH:8]=[C:9]([NH:11][C:12]([CH:14]4[CH2:16][CH2:15]4)=[O:13])[N:10]=3)[N:7]=2)[N:20]2[CH:25]=[CH:24][CH:23]=[CH:22][C:21]=12 |f:2.3.4|. Procedure: 6-Chloropyridazin-3-amine, N-(2-bromoacetyl)cyclopropanecarboxamide, and potassium hydrogenphosphate were mixed in DMA at 75° C. to provide N-(6-chloroimidazo[1,2-b]pyridazin-2-yl)cyclopropanecarboxamide. N-(6-chloroimidazo[1,2-b]pyridazin-2-yl)cyclopropanecarboxamide was reacted with [1,2,4]triazolo[4,3-a]pyridine-3-thiol and K2CO3 in DMA at 145° C. and 100 psi N2 to provide N-(6-([1,2,4]triazolo[4,3-a]pyridin-3-ylthio)imidazo[1,2-b]pyridazin-2-yl)cyclo-propanecarboxamide. Reaction SMILES: [C:1]([CH2:7][C:8]#[N:9])(=[O:6])[C:2]([CH3:5])([CH3:4])[CH3:3].[OH-].[Na+].O.Cl.[NH2:14]O>C(O)C>[NH2:9][C:8]1[CH:7]=[C:1]([C:2]([CH3:5])([CH3:4])[CH3:3])[O:6][N:14]=1 |f:1.2,4.5|. The product is NC1=NOC(=C1)C(C)(C)C (3-amino-5-(t-butyl)isoxazole). Run at time 1 hour. The reactants are C(C(C)(C)C)(=O)CC#N (pivalyl acetonitrile), Cl.NO (hydroxylamine hydrochloride), [OH-].[Na+] (sodium hydroxide), O (water). Yield: 73.6%. Procedure details: In a 100 ml. round bottom flask there was placed 2 g. of pivalyl acetonitrile, 0.64 g. of sodium hydroxide, 35 ml. of water, and 25 ml. of ethanol. This mixture was heated to reflux and the pH was determined to be about 8.9. Then an aqueous solution of 1.0 g. of hydroxylamine hydrochloride was slowly added. At the end of the addition the pH was about 6.3. The pH of the reaction mixture was adjusted to about 6.5. After 1 hour, the pH was about 6.3 and was again adjusted to about 6.5. After 2 hour... The solvent is C(C)O (ethanol).